This data is from the Open Reaction Database (ORD), a public repository of structured organic reaction records. The task is: describe an organic reaction: reactants, conditions, products, and yield Starting materials: Cl (HCl), NCC1=CC(=C(C(=O)NC2=CC(=C(C=C2)Cl)C2=NC=CC=C2)C=C1)Cl (4-(aminomethyl)-2-chloro-N-(4-chloro-3-(pyridin-2-yl)phenyl)benzamide), N1C(=NCC1)N1N=C(C=C1C)C (1-(4,5-dihydro-1H-imidazol-2-yl)-3,5-dimethyl-1H-pyrazole), CCN(C(C)C)C(C)C (DIPEA). The solvent is CN(C)C=O (DMF). Product: ClC1=C(C(=O)NC2=CC(=C(C=C2)Cl)C2=NC=CC=C2)C=CC(=C1)CNC=1NCCN1 (2-chloro-N-(4-chloro-3-(pyridin-2-yl)phenyl)-4-((4,5-dihydro-1H-imidazol-2-ylamino)methyl)benzamide). Reaction SMILES: Cl.[NH2:2][CH2:3][C:4]1[CH:25]=[CH:24][C:7]([C:8]([NH:10][C:11]2[CH:16]=[CH:15][C:14]([Cl:17])=[C:13]([C:18]3[CH:23]=[CH:22][CH:21]=[CH:20][N:19]=3)[CH:12]=2)=[O:9])=[C:6]([Cl:26])[CH:5]=1.[NH:27]1[CH2:31][CH2:30][N:29]=[C:28]1N1C(C)=CC(C)=N1.CCN(C(C)C)C(C)C>CN(C=O)C>[Cl:26][C:6]1[CH:5]=[C:4]([CH2:3][NH:2][C:28]2[NH:29][CH2:30][CH2:31][N:27]=2)[CH:25]=[CH:24][C:7]=1[C:8]([NH:10][C:11]1[CH:16]=[CH:15][C:14]([Cl:17])=[C:13]([C:18]2[CH:23]=[CH:22][CH:21]=[CH:20][N:19]=2)[CH:12]=1)=[O:9]. Procedure: 100 mg of the crude HCl salt of 4-(aminomethyl)-2-chloro-N-(4-chloro-3-(pyridin-2-yl)phenyl)benzamide was reacted with 72 mg of 1-(4,5-dihydro-1H-imidazol-2-yl)-3,5-dimethyl-1H-pyrazole and 100 μL of DIPEA in 500 μL of DMF in the microwave at 150° C. for 5 minutes. The crude product was concentrated to dryness and purified by reverse phase HPLC to yield 2-chloro-N-(4-chloro-3-(pyridin-2-yl)phenyl)-4-((4,5-dihydro-1H-imidazol-2-ylamino)methyl)benzamide. MS (Q1) 440 (M)+. The reactants are OO (hydrogen peroxide), C(C)(C)(CC)OC (methyl t-amyl ether). The product is C(C)(C)(CC)OO (t-amyl hydroperoxide), C(C)(C)(CC)OOC(C)(C)CC (di-t-amyl peroxide). RXN SMILES: [OH:1][OH:2].[C:3]([O:8]C)([CH2:6][CH3:7])([CH3:5])[CH3:4]>>[C:3]([O:8][OH:1])([CH2:6][CH3:7])([CH3:5])[CH3:4].[C:3]([O:1][O:2][C:3]([CH2:6][CH3:7])([CH3:5])[CH3:4])([CH2:6][CH3:7])([CH3:5])[CH3:4]. Procedure details: In similar manner, although optimal conditions may vary, hydrogen peroxide may be reacted with methyl t-amyl ether to provide t-amyl hydroperoxide or di-t-amyl peroxide; with methyl t-hexyl ether to provide t-hexyl hydroperoxide or di-t-hexyl peroxide; with ethyl t-butyl ether to provide t-butyl hydroperoxide or di-t-butyl peroxide; with ethyl t-amyl ether to provide t-amyl hydroperoxide or di-t-amyl peroxide; with ethyl t-hexyl ether to provide t-hexyl hydroperoxide or di-t-hexyl peroxide; with... The reactants are FC(C1=CC=C(OC2=CC=C(OC(C(=O)F)C)C=C2)C=C1)(F)F (2-[4-(4-Trifluoromethylphenoxy)phenoxy]propionic acid fluoride), [Tl] (thallium), C1(CC(CCC1)=O)=O (cyclohexane-1,3-dione). Solvent: CCOCC (ether). Product: FC(C1=CC=C(OC2=CC=C(OC(C(=O)C3C(CCCC3=O)=O)C)C=C2)C=C1)(F)F (2-[[2-[4-(4-trifluoromethylphenoxy)phenoxy]propionyl]]cyclohexane-1,3-dione). Reaction SMILES: [F:1][C:2]([F:23])([F:22])[C:3]1[CH:21]=[CH:20][C:6]([O:7][C:8]2[CH:19]=[CH:18][C:11]([O:12][CH:13]([CH3:17])[C:14](F)=[O:15])=[CH:10][CH:9]=2)=[CH:5][CH:4]=1.[Tl].[C:25]1(=[O:32])[CH2:30][CH2:29][CH2:28][C:27](=[O:31])[CH2:26]1>CCOCC>[F:1][C:2]([F:23])([F:22])[C:3]1[CH:21]=[CH:20][C:6]([O:7][C:8]2[CH:19]=[CH:18][C:11]([O:12][CH:13]([CH3:17])[C:14]([CH:26]3[C:27](=[O:31])[CH2:28][CH2:29][CH2:30][C:25]3=[O:32])=[O:15])=[CH:10][CH:9]=2)=[CH:5][CH:4]=1 |^1:23|. Reported procedure: 2-[4-(4-Trifluoromethylphenoxy)phenoxy]propionic acid fluoride (0.10 mol) is added to a solution of the thallium salt of cyclohexane-1,3-dione in ether (200 ml) over a period of 30 minutes. The mixture is filtered and the filtrate is concentrated to give 2-[[2-[4-(4-trifluoromethylphenoxy)phenoxy]propionyl]]cyclohexane-1,3-dione (V; Y is H, Z is CF3, R1 is CH3 and n is two). Reactants: COC=1C=C(C=CC1OC)B(O)O (3,4-dimethoxyphenylboronic acid), N1(C=NC=C1)CC=1C=CC(=NC1)Br (5-Imidazol-1-ylmethyl-2-bromopyridine). Yields the product COC=1C=C(C=CC1OC)C1=NC=C(C=C1)CN1C=NC=C1 (2-(3,4-Dimethoxy-phenyl)-5-imidazol-1-ylmethyl-pyridine). RXN SMILES: [CH3:1][O:2][C:3]1[CH:4]=[C:5](B(O)O)[CH:6]=[CH:7][C:8]=1[O:9][CH3:10].[N:14]1([CH2:19][C:20]2[CH:21]=[CH:22][C:23](Br)=[N:24][CH:25]=2)[CH:18]=[CH:17][N:16]=[CH:15]1>>[CH3:1][O:2][C:3]1[CH:4]=[C:5]([C:23]2[CH:22]=[CH:21][C:20]([CH2:19][N:14]3[CH:18]=[CH:17][N:16]=[CH:15]3)=[CH:25][N:24]=2)[CH:6]=[CH:7][C:8]=1[O:9][CH3:10]. Reported procedure: Synthesized using 3,4-dimethoxyphenylboronic acid (610 mg, 3.36 mmol) and 1a (400 mg, 1.68 mmol) according to Method C. Yellow solid. Yield: 470 mg, 1.58 mmol, 94%. 1H NMR (CDCl3, 500 MHz): δH (ppm)=3.93 (s, 3H), 3.98 (s, 3H), 5.16 (s, 2H), 6.92 (br, s, 1H), 6.94 (d, J=8.5 Hz, 1H), 7.11 (bs, 1H), 7.46 (dd, J=8.5, 2.2 Hz, 1H), 7.47 (dd, J=8.5, 2.2 Hz, 1H), 7.58 (bs, 1H), 7.65 (d, J=2.2 Hz, 1H), 7.67 (d, J=8.5 Hz, 1H), 8.54 (d, J=2.2 Hz, 1H); 13C NMR (CDCl3, 125 MHz): δC (ppm)=48.1, 56.0, 56.0, 11...